Dataset: the Open Reaction Database (ORD), a public repository of structured organic reaction records. Task: describe an organic reaction: reactants, conditions, products, and yield Starting materials: O=C(NCCCCNc1nc(Cl)ncc1Br)c1cccc([N+](=O)[O-])c1, C1CCOC1, CCOC(C)=O, Cl, [Na+], [OH-]. Yields the product Nc1cccc(C(=O)NCCCCNc2nc(Cl)ncc2Br)c1. Reaction SMILES: [Br:1][c:2]1[c:3]([NH:9][CH2:10][CH2:11][CH2:12][CH2:13][NH:14][C:15]([c:16]2[cH:17][c:18]([N+:22]([O-:23])=[O:24])[cH:19][cH:20][cH:21]2)=[O:25])[n:4][c:5]([Cl:8])[n:6][cH:7]1.[CH2:35]1[O:36][CH2:37][CH2:38][CH2:39]1.[CH3:29][CH2:30][O:31][C:32](=[O:33])[CH3:34].[ClH:26].[Na+:28].[OH-:27]>>[Br:1][c:2]1[c:3]([NH:9][CH2:10][CH2:11][CH2:12][CH2:13][NH:14][C:15]([c:16]2[cH:17][c:18]([NH2:22])[cH:19][cH:20][cH:21]2)=[O:25])[n:4][c:5]([Cl:8])[n:6][cH:7]1. Reactants: CNN, O=C(NC1c2ccccc2Oc2ccccc21)Sc1ccccc1. Product: CN(N)C(=O)NC1c2ccccc2Oc2ccccc21. As a reaction SMILES: [CH3:25][NH:26][NH2:27].[cH:1]1[cH:2][cH:3][cH:4][c:5]2[c:14]1[CH:13]([NH:15][C:16]([S:17][c:18]1[cH:19][cH:20][cH:21][cH:22][cH:23]1)=[O:24])[c:12]1[c:7]([cH:8][cH:9][cH:10][cH:11]1)[O:6]2>>[cH:1]1[cH:2][cH:3][cH:4][c:5]2[c:14]1[CH:13]([NH:15][C:16](=[O:24])[N:26]([CH3:25])[NH2:27])[c:12]1[c:7]([cH:8][cH:9][cH:10][cH:11]1)[O:6]2. The reactants are ClC1=CC=C(NC(C)C)C=C1 (4-chloro-N-isopropylaniline), C(C)(=O)O (acetic acid), mercuric acetate, C=C1CC(=O)O1 (diketene). The solvent is O (water). Conditions: time 8 hour. Product: C(C)(C)N(C1=CC=C(C=C1)Cl)C(CC(=O)C)=O (N-isopropyl-4'-chloroacetoacetanilide). Reaction SMILES: [Cl:1][C:2]1[CH:11]=[CH:10][C:5]([NH:6][CH:7]([CH3:9])[CH3:8])=[CH:4][CH:3]=1.C(O)(=O)C.[CH2:16]=[C:17]1[O:21][C:19](=[O:20])[CH2:18]1>O>[CH:7]([N:6]([C:19](=[O:20])[CH2:18][C:17]([CH3:16])=[O:21])[C:5]1[CH:10]=[CH:11][C:2]([Cl:1])=[CH:3][CH:4]=1)([CH3:9])[CH3:8]. Procedure details: A 500 ml reaction flask fitted with a condenser, drying tube, magnetic stirrer and therometer was charged with 89.5 g (0.528 mole) of 4-chloro-N-isopropylaniline, 200 ml of glacial acetic acid and 18.5 g (0.58 mole) of mercuric acetate. To the stirred solution there was added dropwise 48.8 g (0.58 mole) of diketene while the reaction temperature was maintained at 30°-5°. The reaction solution was allowed to stir overnight at ambient temperature. The solution was mixed with two liters of water an... Starting materials: C1(C=2C(C(=O)O1)=CC=CC2)=O (phthalic anhydride), CC(C)C(C(C)(C)CO)O (TMPD). Run in C1(=CC=CC=C1)C (toluene). Conditions: temperature 80 celsius. The product is C(C=1C(C(=O)O)=CC=CC1)(=O)O.CC(CO)(C(C(C)C)O)C (2,2,4-Trimethyl-1,3-pentanediol monophthalate). The yield is 103.0%. As a reaction SMILES: [C:1]1(=[O:11])[O:6][C:4](=[O:5])[C:3]2=[CH:7][CH:8]=[CH:9][CH:10]=[C:2]12.[CH3:12][CH:13]([CH:15]([OH:21])[C:16]([CH2:19][OH:20])([CH3:18])[CH3:17])[CH3:14]>C1(C)C=CC=CC=1>[C:1]([OH:6])(=[O:11])[C:2]1[C:3](=[CH:7][CH:8]=[CH:9][CH:10]=1)[C:4]([OH:20])=[O:5].[CH3:17][C:16]([CH3:18])([CH:15]([OH:21])[CH:13]([CH3:14])[CH3:12])[CH2:19][OH:20] |f:3.4|. Reported procedure: A solution of 4.98 g (0.033 mole) of phthalic anhydride and 5.42 g (0.037 mole) of TMPD in 40 mL of toluene was stirred and heated at 80° C. for approximately 30 hr. The solvent was evaporated and the crystalline residue washed with cold toluene and dried to give 5.95 g of 2,2,4-Trimethyl-1,3-pentanediol monophthalate. Crude 2,2,4-Trimethyl-1,3-pentanediol monophthalate (1.00 g) was recrystallized from 5 mL of toluene and washed to give 0.95 g of pure 1-(2,2,4-Trimethyl-1,3-pentanediol) monophth... Reactants: C1(CC1)C1=C(C(=NN1C1=CC(=CC=C1)C(F)(F)F)C)C(=O)N1CCC(CC1)=O (1-[5-Cyclopropyl-3-methyl-1-(3-trifluoromethyl-phenyl)-1H-pyrazole-4-carbonyl]-piperidin-4-one), Cl.OC[C@@H]1C[C@H](CN1)NC(C)=O (N-((3R,5S)-5-hydroxymethyl-pyrrolidin-3-yl)-acetamide hydrochloride). The product is C1(CC1)C1=C(C(=NN1C1=CC(=CC=C1)C(F)(F)F)C)C(=O)N1CCC(CC1)N1C[C@@H](C[C@H]1CO)NC(C)=O (N-((3R,5S)-1-{1-[5-Cyclopropyl-3-methyl-1-(3-trifluoromethyl-phenyl)-1H-pyrazole-4-carbonyl]-piperidin-4-yl}-5-hydroxymethyl-pyrrolidin-3-yl)-acetamide). As a reaction SMILES: [CH:1]1([C:4]2[N:8]([C:9]3[CH:14]=[CH:13][CH:12]=[C:11]([C:15]([F:18])([F:17])[F:16])[CH:10]=3)[N:7]=[C:6]([CH3:19])[C:5]=2[C:20]([N:22]2[CH2:27][CH2:26][C:25](=O)[CH2:24][CH2:23]2)=[O:21])[CH2:3][CH2:2]1.Cl.[OH:30][CH2:31][C@H:32]1[NH:36][CH2:35][C@H:34]([NH:37][C:38](=[O:40])[CH3:39])[CH2:33]1>>[CH:1]1([C:4]2[N:8]([C:9]3[CH:14]=[CH:13][CH:12]=[C:11]([C:15]([F:18])([F:16])[F:17])[CH:10]=3)[N:7]=[C:6]([CH3:19])[C:5]=2[C:20]([N:22]2[CH2:27][CH2:26][CH:25]([N:36]3[C@H:32]([CH2:31][OH:30])[CH2:33][C@@H:34]([NH:37][C:38](=[O:40])[CH3:39])[CH2:35]3)[CH2:24][CH2:23]2)=[O:21])[CH2:3][CH2:2]1 |f:1.2|. Reported procedure: The title compound was prepared from 1-[5-Cyclopropyl-3-methyl-1-(3-trifluoromethyl-phenyl)-1H-pyrazole-4-carbonyl]-piperidin-4-one (Example 181B) and N-((3R,5S)-5-hydroxymethyl-pyrrolidin-3-yl)-acetamide hydrochloride in direct analogy to the general procedure used in example 129. MS: 534.2 (MH+). Reactants: C(#C)C1(C(C(N(CC1)C)CC1=CC=C(C=C1)OC)(C)C)O (4-ethinyl-2-(p-methoxybenzyl)-1,3,3-trimethyl-4-piperidinol). The reagents and catalysts are [Pd] (palladium on charcoal). Run in CO (methanol). Product: C(C)C1(C(C(N(CC1)C)CC1=CC=C(C=C1)OC)(C)C)O (4-Ethyl-2-(p-methoxybenzyl)-1,3,3-trimethyl-4-piperidinol). RXN SMILES: [C:1]([C:3]1([OH:21])[CH2:8][CH2:7][N:6]([CH3:9])[CH:5]([CH2:10][C:11]2[CH:16]=[CH:15][C:14]([O:17][CH3:18])=[CH:13][CH:12]=2)[C:4]1([CH3:20])[CH3:19])#[CH:2]>CO.[Pd]>[CH2:1]([C:3]1([OH:21])[CH2:8][CH2:7][N:6]([CH3:9])[CH:5]([CH2:10][C:11]2[CH:12]=[CH:13][C:14]([O:17][CH3:18])=[CH:15][CH:16]=2)[C:4]1([CH3:20])[CH3:19])[CH3:2]. Reported procedure: A solution of 56 g of 4-ethinyl-2-(p-methoxybenzyl)-1,3,3-trimethyl-4-piperidinol in 350 ml of methanol is subjected to hydrogenation at atmospheric pressure and room temperature, the catalyst being 5% palladium on charcoal (5 g.). Starting materials: CS(C)=O, CCOC(C)=O, N#Cc1ccc(F)c(Cl)c1Cl, [K+], [K+], CC(O)C(N)C(=O)O, O=C([O-])[O-], O. The product is CC(O)C(Nc1ccc(C#N)c(Cl)c1Cl)C(=O)O. As a reaction SMILES: [CH3:27][S:28]([CH3:29])=[O:30].[CH3:31][CH2:32][O:33][C:34](=[O:35])[CH3:36].[Cl:7][c:8]1[c:9]([C:10]#[N:11])[cH:12][cH:13][c:14]([F:17])[c:15]1[Cl:16].[K+:1].[K+:2].[NH2:18][CH:19]([C:20](=[O:21])[OH:22])[CH:23]([CH3:24])[OH:25].[O-:3][C:4]([O-:5])=[O:6].[OH2:26]>>[Cl:7][c:8]1[c:9]([C:10]#[N:11])[cH:12][cH:13][c:14]([NH:18][CH:19]([C:20](=[O:21])[OH:22])[CH:23]([CH3:24])[OH:25])[c:15]1[Cl:16]. The reactants are Cc1cc(COc2ccc(S(=O)(=O)NC3CCNCC3(C)C(=O)NOC(C)(C)C)cc2)c2ccccc2n1, CO, CCOC=O, CCN(C(C)C)C(C)C. Yields the product Cc1cc(COc2ccc(S(=O)(=O)NC3CCN(C=O)CC3(C)C(=O)NOC(C)(C)C)cc2)c2ccccc2n1. As a reaction SMILES: [C:1]([CH3:2])([CH3:3])([CH3:4])[O:5][NH:6][C:7](=[O:8])[C:9]1([CH3:38])[CH2:10][NH:11][CH2:12][CH2:13][CH:14]1[NH:15][S:16](=[O:17])(=[O:18])[c:19]1[cH:20][cH:21][c:22]([O:25][CH2:26][c:27]2[cH:28][c:29]([CH3:37])[n:30][c:31]3[cH:32][cH:33][cH:34][cH:35][c:36]23)[cH:23][cH:24]1.[CH3:53][OH:54].[CH:39](=[O:40])[O:41][CH2:42][CH3:43].[CH:44]([N:45]([CH:46]([CH3:47])[CH3:48])[CH2:49][CH3:50])([CH3:51])[CH3:52]>>[C:1]([CH3:2])([CH3:3])([CH3:4])[O:5][NH:6][C:7](=[O:8])[C:9]1([CH3:38])[CH2:10][N:11]([CH:39]=[O:40])[CH2:12][CH2:13][CH:14]1[NH:15][S:16](=[O:17])(=[O:18])[c:19]1[cH:20][cH:21][c:22]([O:25][CH2:26][c:27]2[cH:28][c:29]([CH3:37])[n:30][c:31]3[cH:32][cH:33][cH:34][cH:35][c:36]23)[cH:23][cH:24]1.